From a dataset of the Open Reaction Database (ORD), a public repository of structured organic reaction records. describe an organic reaction: reactants, conditions, products, and yield The reactants are CC(C)(C)[Si](C)(C)OCCc1ccc(Cl)s1, [Li]CCCC, C1CCOC1, CC1(C)CCCC(C)(C)N1, Cl, CN(C)C=O. Yields the product CC(C)(C)[Si](C)(C)OCCc1cc(C=O)c(Cl)s1. Reaction SMILES: [C:1]([CH3:2])([CH3:3])([CH3:4])[Si:5]([CH3:6])([CH3:7])[O:8][CH2:9][CH2:10][c:11]1[s:12][c:13]([Cl:16])[cH:14][cH:15]1.[CH2:17]([Li:18])[CH2:19][CH2:20][CH3:21].[CH2:33]1[CH2:35][CH2:34][CH2:36][O:37]1.[CH3:22][C:23]1([CH3:24])[CH2:25][CH2:26][CH2:27][C:28]([CH3:29])([CH3:30])[NH:31]1.[ClH:32].[O:38]=[CH:39][N:40]([CH3:41])[CH3:42]>>[C:1]([CH3:2])([CH3:3])([CH3:4])[Si:5]([CH3:6])([CH3:7])[O:8][CH2:9][CH2:10][c:11]1[s:12][c:13]([Cl:16])[c:14]([CH:36]=[O:37])[cH:15]1.